describe an organic reaction: reactants, conditions, products, and yield From a dataset of the Open Reaction Database (ORD), a public repository of structured organic reaction records. RXN SMILES: [CH3:1][O:2][C:3]1[CH:4]=[C:5]([CH:23]=[CH:24][CH:25]=1)[NH:6][C:7]1[CH:12]=[C:11]([C:13]([F:16])([F:15])[F:14])[N:10]=[C:9]([C:17]2[CH:22]=[CH:21][CH:20]=[CH:19][N:18]=2)[N:8]=1.Cl>CO.[Pd]>[CH3:1][O:2][C:3]1[CH:4]=[C:5]([CH:23]=[CH:24][CH:25]=1)[NH:6][C:7]1[CH:12]=[C:11]([C:13]([F:14])([F:16])[F:15])[N:10]=[C:9]([CH:17]2[CH2:22][CH2:21][CH2:20][CH2:19][NH:18]2)[N:8]=1. Solvent: CO (methanol). Procedure: To a solution of 4-(3-methoxyanilino)-2-(2-pyridinyl)-6-(trifluoromethyl)pyrimidine (50 mg, 0.144 mmol) in methanol (20 ml) was added concentrated hydrochloric acid (200 ul). The mixture was hydrogenated over palladium (5 wt % on activated carbon) at 50 psi for 6 h. The mixture was filtered through Celite. The filtrate was rotary evaporated to dryness and purified by column chromatography to give a brown oil (3 mg, 6%). 1H NMR (CDCl3): 7.83 (s, 1H), 7.31 (d, J=7.8 Hz, 1H), 6.90–6.85 (m, 3H), 6.7... Starting materials: COC=1C=C(NC2=NC(=NC(=C2)C(F)(F)F)C2=NC=CC=C2)C=CC1 (4-(3-methoxyanilino)-2-(2-pyridinyl)-6-(trifluoromethyl)pyrimidine), Cl (hydrochloric acid). Yields the product COC=1C=C(NC2=NC(=NC(=C2)C(F)(F)F)C2NCCCC2)C=CC1 (4-(3-Methoxyanilino)-2-(2-piperidinyl)-6-(trifluoromethyl)pyrimidine). Isolated yield 5.9%. The reagents and catalysts are [Pd] (palladium). The reactants are CC[SiH](CC)CC, COc1ccc(CNc2cc(F)ccc2Nc2ncc3[nH]c(=O)n(C4CCOc5c(F)cccc54)c3n2)c(OC)c1, O=C(O)C(F)(F)F. The product is Nc1cc(F)ccc1Nc1ncc2[nH]c(=O)n(C3CCOc4c(F)cccc43)c2n1. Reaction SMILES: [CH2:49]([SiH:50]([CH2:51][CH3:52])[CH2:53][CH3:54])[CH3:55].[CH3:1][O:2][c:3]1[cH:4][c:5]([O:36][CH3:37])[cH:38][cH:39][c:40]1[CH2:41][NH:6][c:7]1[c:8]([NH:14][c:15]2[n:16][cH:17][c:18]3[nH:19][c:20](=[O:35])[n:21]([CH:24]4[CH2:25][CH2:26][O:27][c:28]5[c:29]([F:34])[cH:30][cH:31][cH:32][c:33]54)[c:22]3[n:23]2)[cH:9][cH:10][c:11]([F:13])[cH:12]1.[F:42][C:43]([F:44])([F:45])[C:46]([OH:47])=[O:48]>>[NH2:6][c:7]1[c:8]([NH:14][c:15]2[n:16][cH:17][c:18]3[nH:19][c:20](=[O:35])[n:21]([CH:24]4[CH2:25][CH2:26][O:27][c:28]5[c:29]([F:34])[cH:30][cH:31][cH:32][c:33]54)[c:22]3[n:23]2)[cH:9][cH:10][c:11]([F:13])[cH:12]1. The reactants are C[N+]1([O-])CCOCC1, CC(CCCCO)CCCC(C)(C)O, CCC[N+](CCC)(CCC)CCC, CCC[N+](CCC)(CCC)CCC, ClCCl, O=[Ru](=O)(=O)[O-]. Product: CC(CCCC=O)CCCC(C)(C)O. Reaction SMILES: [CH3:1][N+:2]1([O-:3])[CH2:4][CH2:5][O:6][CH2:7][CH2:8]1.[CH3:22][CH:23]([CH2:24][CH2:25][CH2:26][CH2:27][OH:28])[CH2:29][CH2:30][CH2:31][C:32]([CH3:33])([OH:34])[CH3:35].[CH3:36][CH2:37][CH2:38][N+:39]([CH2:40][CH2:41][CH3:42])([CH2:43][CH2:44][CH3:45])[CH2:46][CH2:47][CH3:48].[CH3:9][CH2:10][CH2:11][N+:12]([CH2:13][CH2:14][CH3:15])([CH2:16][CH2:17][CH3:18])[CH2:19][CH2:20][CH3:21].[Cl:54][CH2:55][Cl:56].[O:49]=[Ru:50](=[O:51])([O-:52])=[O:53]>>[CH3:22][CH:23]([CH2:24][CH2:25][CH2:26][CH:27]=[O:28])[CH2:29][CH2:30][CH2:31][C:32]([CH3:33])([OH:34])[CH3:35]. Reaction SMILES: Cl[C:2]1[CH:7]=[C:6]([NH:8][C:9]2[CH:14]=[N:13][CH:12]=[CH:11][N:10]=2)[N:5]=[C:4]([NH:15][C@H:16]([C:18]2[CH:23]=[CH:22][C:21]([F:24])=[CH:20][CH:19]=2)[CH3:17])[CH:3]=1.[C:25]([C:28]1[CH:33]=[CH:32][C:31](B(O)O)=[CH:30][CH:29]=1)(=[O:27])[NH2:26].C(=O)([O-])[O-].[Cs+].[Cs+].C1(P(C2CCCCC2)C2C=CC=CC=2C2C(OC)=CC=CC=2OC)CCCCC1>C(OCC)(=O)C.C1C=CC(/C=C/C(/C=C/C2C=CC=CC=2)=O)=CC=1.C1C=CC(/C=C/C(/C=C/C2C=CC=CC=2)=O)=CC=1.C1C=CC(/C=C/C(/C=C/C2C=CC=CC=2)=O)=CC=1.[Pd].[Pd].O.O1CCOCC1>[F:24][C:21]1[CH:22]=[CH:23][C:18]([C@@H:16]([NH:15][C:4]2[CH:3]=[C:2]([C:31]3[CH:32]=[CH:33][C:28]([C:25]([NH2:26])=[O:27])=[CH:29][CH:30]=3)[CH:7]=[C:6]([NH:8][C:9]3[CH:14]=[N:13][CH:12]=[CH:11][N:10]=3)[N:5]=2)[CH3:17])=[CH:19][CH:20]=1 |f:2.3.4,7.8.9.10.11|. Yield: 20.9%. The product is FC1=CC=C(C=C1)[C@H](C)NC1=NC(=CC(=C1)C1=CC=C(C(=O)N)C=C1)NC1=NC=CN=C1 ((S)-4-{2-[1-(4-fluorophenyl)ethylamino]-6-(pyrazin-2-ylamino)pyridin-4-yl}benzamide). Reported procedure: 150 mg of (S)-4-chloro-N2-[1-(4-fluorophenyl)ethyl]-N6-(pyrazin-2-yl)pyridine-2,6-diamine (Reference Example 2), 108 mg of 4-carbamoylphenylboronic acid, 567 mg of cesium carbonate, 21 mg of 2-dicyclohexylphosphino-2′,6′-dimethoxybiphenyl and 13 mg of tris(dibenzylideneacetone)dipalladium were added in turn to a degassed mixed solution of 3 ml of 1,4-dioxane and 0.6 ml of water, and the mixture was stirred at 100° C. for 17 hours under argon atmosphere. The reaction solution was diluted with eth... Reagents/catalysts: C=1C=CC(=CC1)/C=C/C(=O)/C=C/C2=CC=CC=C2.C=1C=CC(=CC1)/C=C/C(=O)/C=C/C2=CC=CC=C2.C=1C=CC(=CC1)/C=C/C(=O)/C=C/C2=CC=CC=C2.[Pd].[Pd] (tris(dibenzylideneacetone)dipalladium). Reactants: ClC1=CC(=NC(=C1)NC1=NC=CN=C1)N[C@@H](C)C1=CC=C(C=C1)F ((S)-4-chloro-N2-[1-(4-fluorophenyl)ethyl]-N6-(pyrazin-2-yl)pyridine-2,6-diamine), C(N)(=O)C1=CC=C(C=C1)B(O)O (4-carbamoylphenylboronic acid), C([O-])([O-])=O.[Cs+].[Cs+] (cesium carbonate), C1(CCCCC1)P(C1=C(C=CC=C1)C1=C(C=CC=C1OC)OC)C1CCCCC1 (2-dicyclohexylphosphino-2′,6′-dimethoxybiphenyl). Reaction conditions: temperature 100 celsius, time 17 hour. Run in C(C)(=O)OCC (ethyl acetate), O (water), O1CCOCC1 (1,4-dioxane). Reagents/catalysts: C(C)N(CC)CC (triethylamine). Solvent: C(Cl)Cl (methylene chloride). RXN SMILES: [C:1]([NH:4][OH:5])(=[O:3])[CH3:2].[C:6]([N:10]=[C:11]=[O:12])([CH3:9])([CH3:8])[CH3:7]>C(N(CC)CC)C.C(Cl)Cl>[CH3:7][C:6]([NH:10][C:11]([N:4]([O:5][C:11]([NH:10][C:6]([CH3:9])([CH3:8])[CH3:7])=[O:12])[C:1](=[O:3])[CH3:2])=[O:12])([CH3:9])[CH3:8]. Procedure: Acetohydroxamic acid (7.5 grams), tert-butyl isocyanate (22 grams) and a few drops of triethylamine were stirred in 80 ml of methylene chloride for about 48 hours. After stirring, the solvent was removed under vacuum leaving a residue which was recrystallized from a solution containing methylene chloride and hexane. A subsequent recrystallization from methylene chloride left the desired, N-(((1,1-dimethylethyl)amino)carbonyl)-N-((((1,1-dimethylethyl)amino)carbonyl)oxy)acetamide, m.p. 111°-113° C... Reactants: C(C)(=O)NO (Acetohydroxamic acid), C(C)(C)(C)N=C=O (tert-butyl isocyanate). Yields the product CC(C)(C)NC(=O)N(C(C)=O)OC(=O)NC(C)(C)C (N-(((1,1-dimethylethyl)amino)carbonyl)-N-((((1,1-dimethylethyl)amino)carbonyl)oxy)acetamide).